From a dataset of the Open Reaction Database (ORD), a public repository of structured organic reaction records. describe an organic reaction: reactants, conditions, products, and yield The reactants are N1(N=CN=C1)[C@H]1CC[C@H](CC1)NC(OC(C)(C)C)=O (tert-butyl [cis-4-(1H-1,2,4-triazol-1-yl)cyclohexyl]carbamate), FC(C(=O)O)(F)F (trifluoroacetic acid). The solvent is C(Cl)Cl (methylene chloride). Product: FC(C(=O)O)(F)F.N1(N=CN=C1)[C@H]1CC[C@H](CC1)N (cis-4-(1H-1,2,4-Triazol-1-yl)cyclohexanamine trifluoroacetate), C(=O)(C(F)(F)F)O (TFA). As a reaction SMILES: [N:1]1([C@@H:6]2[CH2:11][CH2:10][C@H:9]([NH:12]C(=O)OC(C)(C)C)[CH2:8][CH2:7]2)[CH:5]=[N:4][CH:3]=[N:2]1.[F:20][C:21]([F:26])([F:25])[C:22]([OH:24])=[O:23]>C(Cl)Cl>[F:20][C:21]([F:26])([F:25])[C:22]([OH:24])=[O:23].[N:1]1([C@@H:6]2[CH2:7][CH2:8][C@H:9]([NH2:12])[CH2:10][CH2:11]2)[CH:5]=[N:4][CH:3]=[N:2]1.[C:22]([OH:24])([C:21]([F:26])([F:25])[F:20])=[O:23] |f:3.4|. Procedure details: Sodium hydride (60%, 0.034 g, 0.86 mmol) was added portionwise to a solution of 1H-1,2,4-triazole (0.064 g, 0.92 mmol) in N,N-dimethylformamide (2 mL). After stirred for 5 min, trans-4-[(tert-butoxycarbonyl)amino]cyclohexyl methanesulfonate (0.18 g, 0.61 mmol) was added. The resulting mixture was stirred at 65° C. over weekend. The cooled mixture was poured into ice-cold water, extracted with EtOAc. The organic layers were concentrated and purified on silica gel (eluting with 0 to 5% MeOH in EtO... Procedure details: Following the procedures for synthesizing O-(1-isobutanoyloxyethyl) S-methyl thiocarbonate (2) and replacing isobutyric acid with cyclohexanecarboxylic acid in Step B affords O-(cyclohexylethyl) S-methyl thiocarbonate (6) as an oil. The reactants are C(OC(C)OC(C(C)C)=O)(SC)=O (O-(1-Isobutanoyloxyethyl) S-methyl thiocarbonate), C1(CCCCC1)C(=O)O (cyclohexanecarboxylic acid). The product is C(OCCC1CCCCC1)(SC)=O (O-(cyclohexylethyl) S-methyl thiocarbonate). Reaction SMILES: [C:1](=[O:13])([S:11][CH3:12])[O:2][CH:3](OC(=O)C(C)C)[CH3:4].[CH:14]1(C(O)=O)[CH2:19][CH2:18][CH2:17][CH2:16][CH2:15]1>>[C:1](=[O:13])([S:11][CH3:12])[O:2][CH2:3][CH2:4][CH:14]1[CH2:19][CH2:18][CH2:17][CH2:16][CH2:15]1.